Dataset: the Open Reaction Database (ORD), a public repository of structured organic reaction records. Task: describe an organic reaction: reactants, conditions, products, and yield Starting materials: CSC[C@H](NC(C)=O)C(=O)O (S-methyl-N-acetyl-L-cysteine), C(CCC)N (n-butylamine), C(C)N (ethylamine), C(C)SC[C@H](NC(C)=O)C(=O)O (S-ethyl-N-acetyl-L-cysteine). The product is C(CCC)NC([C@@H](NC(C)=O)CSCC)=O (S-Ethyl-N-acetyl-L-cysteine butylamide). Reaction SMILES: CSC[C@@H](C(O)=O)NC(=O)C.C(N)C.[CH2:15]([S:17][CH2:18][C@@H:19]([C:24]([OH:26])=O)[NH:20][C:21](=[O:23])[CH3:22])[CH3:16].[CH2:27]([NH2:31])[CH2:28][CH2:29][CH3:30]>>[CH2:27]([NH:31][C:24](=[O:26])[C@H:19]([CH2:18][S:17][CH2:15][CH3:16])[NH:20][C:21](=[O:23])[CH3:22])[CH2:28][CH2:29][CH3:30]. Procedure details: S-Ethyl-N-acetyl-L-cysteine butylamide was synthesized in exactly the same manner as described in Example 14 except that the S-methyl-N-acetyl-L-cysteine and aqueous 70% ethylamine solution used in that example was replaced by S-ethyl-N-acetyl-L-cysteine and n-butylamine, respectively. The reactants are C(C1=CC=CC=C1)OC1=CC=C(C(=O)O)C=C1 (4-benzyloxybenzoic acid), C(NN)(=O)OC(C)(C)C (tert-butyl carbazate), Cl.CN(CCCN=C=NCC)C (1-(3-dimethylaminopropyl)-3-ethylcarbodiimide hydrochloride), O.ON1N=NC2=C1C=CC=C2 (1-hydroxybenzotriazole hydrate). Procedure: A mixture of 4-benzyloxybenzoic acid (0.780 g, 3.42 mmol), tert-butyl carbazate (0.443 g, 3.35 mmol), Et3N (0.5 mL), 1-(3-dimethylaminopropyl)-3-ethylcarbodiimide hydrochloride (1.05 g, 5.47 mmol) and 1-hydroxybenzotriazole hydrate (0.778 g, 5.76 mmol) in N,N-dimethylformamide (27 mL) was stirred at room temperature for 2 days. The reaction was concentrated and diluted in dichloromethane. The organic phase was washed twice with water, dried with MgSO4 and concentrated. The residue was purified o... Run at time 2 day. Run in CN(C=O)C (N,N-dimethylformamide), CCN(CC)CC (Et3N), CO (MeOH), C(Cl)Cl (CH2Cl2). Product: C(C1=CC=CC=C1)OC1=CC=C(C(=O)NNC(=O)OC(C)(C)C)C=C1 (tert-butyl 2-[4-(benzyloxy)benzoyl]hydrazine carboxylate). Isolated yield 87.0%. As a reaction SMILES: [CH2:1]([O:8][C:9]1[CH:17]=[CH:16][C:12]([C:13]([OH:15])=O)=[CH:11][CH:10]=1)[C:2]1[CH:7]=[CH:6][CH:5]=[CH:4][CH:3]=1.[C:18]([O:22][C:23]([CH3:26])([CH3:25])[CH3:24])(=[O:21])[NH:19][NH2:20].Cl.CN(C)CCCN=C=NCC.O.ON1C2C=CC=CC=2N=N1>CN(C)C=O.CO.C(Cl)Cl.CCN(CC)CC>[CH2:1]([O:8][C:9]1[CH:10]=[CH:11][C:12]([C:13]([NH:20][NH:19][C:18]([O:22][C:23]([CH3:26])([CH3:25])[CH3:24])=[O:21])=[O:15])=[CH:16][CH:17]=1)[C:2]1[CH:3]=[CH:4][CH:5]=[CH:6][CH:7]=1 |f:2.3,4.5|. Reactants: CCOC(=O)C=Cc1ccc(CC2c3ccc(O)cc3CCN2c2ccc(F)cc2)cc1, [Li+], C1CCOC1, [OH-], O, O. Product: O=C(O)C=Cc1ccc(CC2c3ccc(O)cc3CCN2c2ccc(F)cc2)cc1. RXN SMILES: [F:1][c:2]1[cH:3][cH:4][c:5]([N:8]2[CH:9]([CH2:19][c:20]3[cH:21][cH:22][c:23]([CH:26]=[CH:27][C:28](=[O:29])[O:30][CH2:31][CH3:32])[cH:24][cH:25]3)[c:10]3[cH:11][cH:12][c:13]([OH:18])[cH:14][c:15]3[CH2:16][CH2:17]2)[cH:6][cH:7]1.[Li+:35].[O:36]1[CH2:37][CH2:38][CH2:39][CH2:40]1.[OH-:34].[OH2:33].[OH2:41]>>[F:1][c:2]1[cH:3][cH:4][c:5]([N:8]2[CH:9]([CH2:19][c:20]3[cH:21][cH:22][c:23]([CH:26]=[CH:27][C:28](=[O:29])[OH:30])[cH:24][cH:25]3)[c:10]3[cH:11][cH:12][c:13]([OH:18])[cH:14][c:15]3[CH2:16][CH2:17]2)[cH:6][cH:7]1.